Dataset: the Open Reaction Database (ORD), a public repository of structured organic reaction records. Task: describe an organic reaction: reactants, conditions, products, and yield Reported procedure: A mixture of 1,2-dihydro-4-[(3-fluoro-4-methoxyphenyl)methyl]-5-methyl-3H-pyrazol-3-one (synthesized as described in WO0236602; 4.11 g, 0.0174 mol), acetic anhydride (41 mL) and acetic acid (41 mL) was stirred at 135° C. for 8 hours and at room temperature for 12 hours. After being concentrated, the reaction mixture was diluted with toluene and then concentrated again. To the resulting residue, methanol (400 mL) and a 25 wt % methanol solution of sodium methoxide (0.37 mL) were added and stirred... Reactants: FC=1C=C(C=CC1OC)CC=1C(NNC1C)=O (1,2-dihydro-4-[(3-fluoro-4-methoxyphenyl)methyl]-5-methyl-3H-pyrazol-3-one), C(C)(=O)OC(C)=O (acetic anhydride). Product: C(C)(=O)N1N=C(C(=C1C)CC1=CC(=C(C=C1)OC)F)O (1-acetyl-4-[(3-fluoro-4-methoxyphenyl)methyl]-3-hydroxy-5-methyl-1H-pyrazole). Yield: 20.0%. Conditions: temperature 135 celsius, time 12 hour. RXN SMILES: [F:1][C:2]1[CH:3]=[C:4]([CH2:10][C:11]2[C:12](=[O:17])[NH:13][NH:14][C:15]=2[CH3:16])[CH:5]=[CH:6][C:7]=1[O:8][CH3:9].[C:18](OC(=O)C)(=[O:20])[CH3:19]>C(O)(=O)C>[C:18]([N:14]1[C:15]([CH3:16])=[C:11]([CH2:10][C:4]2[CH:5]=[CH:6][C:7]([O:8][CH3:9])=[C:2]([F:1])[CH:3]=2)[C:12]([OH:17])=[N:13]1)(=[O:20])[CH3:19]. Run in C(C)(=O)O (acetic acid). The reactants are CC1=CC=C(C=N1)Br (6-methyl-3-bromopyridine), [Li]CCCC (n-BuLi), CCCCCC (hexane), CC1(CCC(C2=CC(=CC=C12)Br)=O)C (3,4-dihydro-4,4-dimethyl-7-bromo-1(2H)-naphthalenone), CC1(CCC(C2=CC(=CC=C12)Br)=O)C (3,4-dihydro-4,4-dimethyl-7-bromo-1(2H)-naphthalenone), CC=1C=CC(=CC1)S(=O)(=O)O (pTSA). Run in C1CCOC1 (THF), C1CCOC1 (THF), C(C)(=O)OCC (ethyl acetate), C(C)(=O)OCC (ethyl acetate). Run at time 1 hour. Product: CC1=CC=C(C=N1)C1=CCC(C2=CC=C(C=C12)Br)(C)C (1-(6-Methyl-pyrid-3-yl)-3,4-dihydro-4,4-dimethyl-7-bromo-naphthalene). Reaction SMILES: [CH3:1][C:2]1[N:7]=[CH:6][C:5](Br)=[CH:4][CH:3]=1.[Li]CCCC.CCCCCC.[CH3:20][C:21]1([CH3:33])[C:30]2[C:25](=[CH:26][C:27]([Br:31])=[CH:28][CH:29]=2)[C:24](=O)[CH2:23][CH2:22]1.CC1C=CC(S(O)(=O)=O)=CC=1>C1COCC1.C(OCC)(=O)C>[CH3:1][C:2]1[N:7]=[CH:6][C:5]([C:24]2[C:25]3[C:30](=[CH:29][CH:28]=[C:27]([Br:31])[CH:26]=3)[C:21]([CH3:33])([CH3:20])[CH2:22][CH:23]=2)=[CH:4][CH:3]=1. Reported procedure: To a cold (-78° C.) solution of 6-methyl-3-bromopyridine (890 mg, 5.2 mmol) in THF (15 mL) was added n-BuLi in hexane (1.6M solution, 3.5 mL, 5.6 mmol) and stirred for 1 hour. This mixture was added to a flask containing 3,4-dihydro-4,4-dimethyl-7-bromo-1(2H)-naphthalenone (Compound A, 1.35 g, 5.4 mmol), in THF (5 mL) at -78° C. The reaction mixture was gradually warmed to ambient temperature and stirred for 16 hours. Thereafter it was diluted with ethyl acetate (100 mL), washed with water (10 m... Reactants: [I-].C(C)(=O)SCC[N+](C)(C)C (Acetylthiocholine iodide), C[N+](C)(CC=C)C1=CC=C(C=C1)CCC(=O)CCC2=CC=C(C=C2)[N+](C)(C)CC=C (BW284c51), O.Cl.NC=1C2=CC=CC=C2N=C2CCCCC12 (tacrine), C[N+](C)(C)C=1C=C(C=CC1)C(CC(F)(F)F)=O (m-(N,N,N-trimethylammonio)trifluoromethylacetophenone), C/C=C\1/[C@@H]2CC3=C([C@]1(CC(=C2)C)N)C=CC(=O)N3 ((−)huperzine A), CC[N+](C)(C)C=1C=CC=C(C1)O (edrophonium), [N+](=O)([O-])C1=C(C(=O)O)C=C(C=C1)SSC=1C=CC(=C(C(=O)O)C1)[N+](=O)[O-] (5,5′-dithiobis(2-nitrobenzoic acid)), SC[C@@H](O)[C@H](O)CS (dithiothreitol), C[N+](C)(C)CCCCCCCCCC[N+](C)(C)C (decamethonium). The product is CN(C)C1=CC2=C(C=C1)C=C(C=C2)C(=O)C=C (Acrylodan). As a reaction SMILES: [I-].C(S[CH2:6][CH2:7][N+:8]([CH3:11])([CH3:10])C)(=O)C.[N+](C1C=CC(SS[C:26]2[CH:27]=[CH:28][C:29]([N+]([O-])=O)=[C:30]([CH:34]=2)[C:31](O)=O)=CC=1C(O)=O)([O-])=O.SC[C@H]([C@@H](CS)O)O.[OH2:46].Cl.NC1C2C(N=C3C=1CCCC3)=CC=CC=2.[CH3:63][N+](C1C=CC(CCC(CCC2C=CC([N+](CC=C)(C)C)=CC=2)=O)=CC=1)(CC=C)C.C[N+]([CH2:97][CH2:98][CH2:99]CCCCCCC[N+](C)(C)C)(C)C.CC[N+](C1C=CC=C(O)C=1)(C)C.C[N+](C1C=C(C(=O)CC(F)(F)F)C=CC=1)(C)C.C/C=C1/[C@H]2C=C(C)C[C@]/1(N)C1C=CC(NC=1C2)=O>>[CH3:11][N:8]([C:7]1[CH:6]=[CH:31][C:30]2[CH:34]=[C:26]([C:99]([CH:98]=[CH2:97])=[O:46])[CH:27]=[CH:28][C:29]=2[CH:63]=1)[CH3:10] |f:0.1,4.5.6|. Reported procedure: Inhibitors and Substrates-Acetylthiocholine iodide, 5,5′-dithiobis(2-nitrobenzoic acid) (Ellman's reagent), dithiothreitol, tacrine (9-amino-1,2,3,4-tetrahydroacridine hydrochloride hydrate), BW284c51, decamethonium, and edrophonium were purchased from Sigma. m-(N,N,N-trimethylammonio)trifluoromethylacetophenone (TFK+) and (−)huperzine A were purchased from Calbiochem. Acrylodan was obtained from Molecular Probes (Eugene, Oreg.). Fasciculin 2 (purified from the venom of Dendroaspis angusticeps) ... Reactants: FC=1C=C(C=CC1)C1=NN2C(CN(CC2)C(=O)OC(C)(C)C)=C1I (tert-Butyl 2-(3-fluorophenyl)-3-iodo-6,7-dihydropyrazolo[1,5-a]pyrazine-5(4H)-carboxylate), CN(C)C=O (DMF). The reagents and catalysts are [C-]#N.[Zn+2].[C-]#N (zinc cyanide), [Zn] (zinc), C=1C=CC(=CC1)/C=C/C(=O)/C=C/C2=CC=CC=C2.C=1C=CC(=CC1)/C=C/C(=O)/C=C/C2=CC=CC=C2.C=1C=CC(=CC1)/C=C/C(=O)/C=C/C2=CC=CC=C2.[Pd].[Pd] (Pd2(dba)3), C1=CC=C(C=C1)P([C-]2C=CC=C2)C3=CC=CC=C3.C1=CC=C(C=C1)P([C-]2C=CC=C2)C3=CC=CC=C3.[Fe+2] (dppf). Reaction conditions: temperature 90 celsius, time 18 hour. Yields the product C(#N)C=1C(=NN2C1CN(CC2)C(=O)OC(C)(C)C)C2=CC(=CC=C2)F (tert-Butyl 3-cyano-2-(3-fluorophenyl)-6,7-dihydropyrazolo[1,5-a]pyrazine-5(4H)-carboxylate). Isolated yield 64.0%. RXN SMILES: [F:1][C:2]1[CH:3]=[C:4]([C:8]2[C:23](I)=[C:11]3[CH2:12][N:13]([C:16]([O:18][C:19]([CH3:22])([CH3:21])[CH3:20])=[O:17])[CH2:14][CH2:15][N:10]3[N:9]=2)[CH:5]=[CH:6][CH:7]=1.[CH3:25][N:26](C=O)C>[C-]#N.[Zn+2].[C-]#N.[Zn].C1C=CC(/C=C/C(/C=C/C2C=CC=CC=2)=O)=CC=1.C1C=CC(/C=C/C(/C=C/C2C=CC=CC=2)=O)=CC=1.C1C=CC(/C=C/C(/C=C/C2C=CC=CC=2)=O)=CC=1.[Pd].[Pd].C1C=CC(P(C2C=CC=CC=2)[C-]2C=CC=C2)=CC=1.C1C=CC(P(C2C=CC=CC=2)[C-]2C=CC=C2)=CC=1.[Fe+2]>[C:25]([C:23]1[C:8]([C:4]2[CH:5]=[CH:6][CH:7]=[C:2]([F:1])[CH:3]=2)=[N:9][N:10]2[CH2:15][CH2:14][N:13]([C:16]([O:18][C:19]([CH3:22])([CH3:21])[CH3:20])=[O:17])[CH2:12][C:11]=12)#[N:26] |f:2.3.4,6.7.8.9.10,11.12.13|. Procedure: To a solution of Intermediate 1H (6.0 g, 13.54 mmol) in DMF (10 mL) was added zinc cyanide (2.066 g, 17.60 mmol) and zinc (0.265 g, 4.06 mmol) to give a brown suspension. The reaction mixture was degassed under nitrogen for 15 min, added Pd2(dba)3 (0.620 g, 0.677 mmol), dppf (0.750 g, 1.354 mmol), and stirred at 90° C. for 18 h. The reaction mixture was quenched with water and the aqueous layer was extracted with ethyl acetate (3×50 mL). Combined organic layer was washed with aqueous ammonia (2×... The reactants are CC(=O)O, COc1ccc2ccc(O)cc2c1, O=N[O-], [Na+], O. Yields the product COc1ccc2ccc(O)c(N=O)c2c1. Reaction SMILES: [CH3:18][C:19](=[O:20])[OH:21].[CH3:1][O:2][c:3]1[cH:4][cH:5][c:6]2[cH:7][cH:8][c:9]([OH:13])[cH:10][c:11]2[cH:12]1.[N:14](=[O:15])[O-:16].[Na+:17].[OH2:22]>>[CH3:1][O:2][c:3]1[cH:4][cH:5][c:6]2[cH:7][cH:8][c:9]([OH:13])[c:10]([N:14]=[O:15])[c:11]2[cH:12]1.